This data is from the Open Reaction Database (ORD), a public repository of structured organic reaction records. The task is: describe an organic reaction: reactants, conditions, products, and yield Reactants: NC1=C2N=CN(C2=NC=N1)[C@@H]1C=C[C@@H](C1)CO ((1R,cis)-4-(6-Amino-9H-purin-9-yl)-2-cyclopentene-1-methanol), C(O)([O-])=O.[Na+] (sodium hydrogen carbonate), CCN(CC)CCO (DEAE), P(=O)(Cl)(Cl)Cl (Phosphoryl chloride), O (water). Run in CN1C(N(CCC1)C)=O (1,3-dimethyl-3,4,5,6-tetrahydro-2(1H)-pyrimidinone). Conditions: temperature 0 celsius, time 1 minute. The product is ammonium salt, P(=O)(O)(O)OC[C@H]1C=C[C@H](C1)N1C2=NC=NC(=C2N=C1)N ((1R,cis)-4-(6-Amino-9H-purin-9-yl)-2-cyclopentene-1-methanol O-monophosphate). Yield: 90.0%. Reaction SMILES: [NH2:1][C:2]1[N:10]=[CH:9][N:8]=[C:7]2[C:3]=1[N:4]=[CH:5][N:6]2[C@H:11]1[CH2:15][C@@H:14]([CH2:16][OH:17])[CH:13]=[CH:12]1.[P:18](Cl)(Cl)(Cl)=[O:19].C(=O)([O-])[OH:24].[Na+].CCN(CCO)CC.[OH2:36]>CN1CCCN(C)C1=O>[P:18]([O:17][CH2:16][C@@H:14]1[CH2:15][C@H:11]([N:6]2[CH:5]=[N:4][C:3]3[C:7]2=[N:8][CH:9]=[N:10][C:2]=3[NH2:1])[CH:12]=[CH:13]1)([OH:19])([OH:24])=[O:36] |f:2.3|. Reported procedure: (1R,cis)-4-(6-Amino-9H-purin-9-yl)-2-cyclopentene-1-methanol (Example 1, 200 mg, 0.865 mmol) was dissolved in 1,3-dimethyl-3,4,5,6-tetrahydro-2(1H)-pyrimidinone (2 mL). Phosphoryl chloride (0.24 mL, 0.26 mmol) was added to the stirred, cooled (0° C.) solution. After 1 minute, 1.0 M sodium hydrogen carbonate (3.3 mL, 3.3 mmol) was added and stirring was continued at 0° C. for 30 minutes and then at 25° C. for 1 hour. The reaction solution was diluted to 125 mL with deionized water and applied to ... The reactants are C(#N)C1=CC=C(C=C1)CCN1CCC2(OC2)CC1 (1-[2-(4-cyanophenyl)ethyl]piperidin-4-spiro-2′-oxirane), NC1=CC=C(C(=O)OC)C=C1 (methyl 4-aminobenzoate), Cl(=O)(=O)(=O)[O-].[Li+] (lithium perchlorate), C(C)#N (acetonitrile). Solvent: [Cl-].[Na+].O (brine). Yields the product C(#N)C1=CC=C(C=C1)CCN1CCC(CC1)(O)CNC1=CC=C(C(=O)OC)C=C1 (methyl 4-({1-[2-(4-cyanophenyl)ethyl]-4-hydroxypiperidin-4-ylmethyl}amino)benzoate). Yield: 36.6%. RXN SMILES: [C:1]([C:3]1[CH:8]=[CH:7][C:6]([CH2:9][CH2:10][N:11]2[CH2:18][CH2:17][C:14]3([CH2:16][O:15]3)[CH2:13][CH2:12]2)=[CH:5][CH:4]=1)#[N:2].[NH2:19][C:20]1[CH:29]=[CH:28][C:23]([C:24]([O:26][CH3:27])=[O:25])=[CH:22][CH:21]=1.Cl([O-])(=O)(=O)=O.[Li+].C(#N)C>[Cl-].[Na+].O>[C:1]([C:3]1[CH:8]=[CH:7][C:6]([CH2:9][CH2:10][N:11]2[CH2:18][CH2:17][C:14]([CH2:16][NH:19][C:20]3[CH:21]=[CH:22][C:23]([C:24]([O:26][CH3:27])=[O:25])=[CH:28][CH:29]=3)([OH:15])[CH2:13][CH2:12]2)=[CH:5][CH:4]=1)#[N:2] |f:2.3,5.6.7|. Procedure details: A mixture of the compound (242 mg) obtained in Step 3 of Example 1, methyl 4-aminobenzoate (756 mg), anhydrous lithium perchlorate (106 mg) and anhydrous acetonitrile (1 mL) was heated under reflux for two hours under nitrogen atmosphere. To the mixture was added brine (5 mL) and the residue was extracted with ethyl acetate. The organic layer was washed with brine and dried over anhydrous sodium sulfate. The solid residue obtained by removal of the solvent was washed two times by suspending in t... Starting materials: CC(C)(C)[Si](C)(C)Cl, CNCCO, CCOCC, CCN(C(C)C)C(C)C, ClCCl, O. Product: CNCCO[Si](C)(C)C(C)(C)C. RXN SMILES: [C:10]([CH3:11])([CH3:12])([CH3:13])[Si:14]([CH3:15])([CH3:16])[Cl:17].[CH3:18][NH:19][CH2:20][CH2:21][OH:22].[CH3:23][CH2:24][O:25][CH2:26][CH3:27].[CH:1]([N:2]([CH2:3][CH3:4])[CH:5]([CH3:6])[CH3:7])([CH3:8])[CH3:9].[Cl:28][CH2:29][Cl:30].[OH2:31]>>[C:10]([CH3:11])([CH3:12])([CH3:13])[Si:14]([CH3:15])([CH3:16])[O:22][CH2:21][CH2:20][NH:19][CH3:18]. Starting materials: ClC1=NN=C(C2=C(C=CC=C12)C1=CC=CC=C1)Cl (1,4-dichloro-5-phenylphthalazine), C(C)(C)(C)NS(=O)(=O)C=1C=NC=C(C1)B1OC(C(O1)(C)C)(C)C (N-(tert-butyl)-5-(4,4,5,5-tetramethyl-1,3,2-dioxaborolan-2-yl)pyridine-3-sulfonamide), [O-]P(=O)([O-])[O-].[K+].[K+].[K+] (K3PO4). The reagents and catalysts are C1(CCCCC1)P(C1CCCCC1)C1CCCCC1 (Tricyclohexylphosphine), C=1C=CC(=CC1)/C=C/C(=O)/C=C/C2=CC=CC=C2.C=1C=CC(=CC1)/C=C/C(=O)/C=C/C2=CC=CC=C2.C=1C=CC(=CC1)/C=C/C(=O)/C=C/C2=CC=CC=C2.[Pd].[Pd] (Pd2(dba)3). The solvent is O1CCOCC1 (1,4-dioxane), O (water), C(=O)[O-].[NH4+] (HCOONH4). Conditions: temperature 95 celsius. The product is C(C)(C)(C)NS(=O)(=O)C=1C=NC=C(C1)C1=NN=C(C2=C(C=CC=C12)C1=CC=CC=C1)Cl (N-(tert-butyl)-5-(4-chloro-5-phenylphthalazin-1-yl)pyridine-3-sulfonamide). Isolated yield 76.1%. Reaction SMILES: Cl[C:2]1[C:11]2[C:6](=[C:7]([C:12]3[CH:17]=[CH:16][CH:15]=[CH:14][CH:13]=3)[CH:8]=[CH:9][CH:10]=2)[C:5]([Cl:18])=[N:4][N:3]=1.[C:19]([NH:23][S:24]([C:27]1[CH:28]=[N:29][CH:30]=[C:31](B2OC(C)(C)C(C)(C)O2)[CH:32]=1)(=[O:26])=[O:25])([CH3:22])([CH3:21])[CH3:20].[O-]P([O-])([O-])=O.[K+].[K+].[K+]>O1CCOCC1.O.C([O-])=O.[NH4+].C1C=CC(/C=C/C(/C=C/C2C=CC=CC=2)=O)=CC=1.C1C=CC(/C=C/C(/C=C/C2C=CC=CC=2)=O)=CC=1.C1C=CC(/C=C/C(/C=C/C2C=CC=CC=2)=O)=CC=1.[Pd].[Pd].C1(P(C2CCCCC2)C2CCCCC2)CCCCC1>[C:19]([NH:23][S:24]([C:27]1[CH:28]=[N:29][CH:30]=[C:31]([C:2]2[C:11]3[C:6](=[C:7]([C:12]4[CH:17]=[CH:16][CH:15]=[CH:14][CH:13]=4)[CH:8]=[CH:9][CH:10]=3)[C:5]([Cl:18])=[N:4][N:3]=2)[CH:32]=1)(=[O:26])=[O:25])([CH3:22])([CH3:20])[CH3:21] |f:2.3.4.5,8.9,10.11.12.13.14|. Procedure: To a solution of 1,4-dichloro-5-phenylphthalazine (0.400 g, 1.45 mmol) and N-(tert-butyl)-5-(4,4,5,5-tetramethyl-1,3,2-dioxaborolan-2-yl)pyridine-3-sulfonamide (0.742 g, 2.18 mmol) (Johnson et al., WO 2011/28741) in 1,4-dioxane (15 mL) and water (3 mL) was added K3PO4 (0.617 g, 2.91 mmol) and the contents purged with nitrogen for 10 min. Tricyclohexylphosphine (10.2 mg, 0.0360 mmol) was added followed by Pd2(dba)3 (0.0130 g, 0.0150 mmol) and heated at 95° C. for 12 h. The reaction mixture was al... Starting materials: COCCBr, O=C([O-])[O-], [Cs+], [Cs+], O, OCc1cccc(O)c1. Yields the product COCCOc1cccc(CO)c1. RXN SMILES: [Br:10][CH2:11][CH2:12][O:13][CH3:14].[C:15](=[O:16])([O-:17])[O-:18].[Cs+:19].[Cs+:20].[OH2:21].[OH:1][CH2:2][c:3]1[cH:4][cH:5][cH:6][c:7]([OH:8])[cH:9]1>>[OH:1][CH2:2][c:3]1[cH:4][cH:5][cH:6][c:7]([O:8][CH2:11][CH2:12][O:13][CH3:14])[cH:9]1. The reactants are C[Si](C=1C=C(CO)C=CC1)(C)C (3-trimethylsilylbenzylalcohol), C=1C=CC(=CC1)N=NC=2C=CC(=NC2N)N.Cl.[Cr](=O)(=O)([O-])O[Cr](=O)(=O)[O-] (pyridium dichromate), powder, C(C)(=O)O (acetic acid). Run in ClCCl (dichloromethane). Conditions: time 20 minute. The product is C[Si](C=1C=C(C=O)C=CC1)(C)C (3-Trimethylsilylbenzaldehyde). As a reaction SMILES: [CH3:1][Si:2]([CH3:12])([CH3:11])[C:3]1[CH:4]=[C:5]([CH:8]=[CH:9][CH:10]=1)[CH2:6][OH:7].C1C=CC(N=NC2C=CC(N)=NC=2N)=CC=1.Cl.[Cr](O[Cr]([O-])(=O)=O)([O-])(=O)=O.C(O)(=O)C>ClCCl>[CH3:1][Si:2]([CH3:12])([CH3:11])[C:3]1[CH:4]=[C:5]([CH:8]=[CH:9][CH:10]=1)[CH:6]=[O:7] |f:1.2.3|. Procedure: To a mixture of 3-trimethylsilylbenzylalcohol (3.60 g, 20 mmol) and pyridium dichromate (11.29 g, 30 mmol) in dichloromethane (60 ml) at 0° C. was added 3 Å molecular sieve powder (16 g) and anhydrous acetic acid (2 ml). Then the reaction was allowed to react 30 min at room temperature, stirred 20 min with celite (10 g), filtered and evaporated under reduced pressure. The residue was treated with diethyl ether (50 ml), filtered through MgSO4 and concentrated. 3-trimethylsilylbenzaldehyde was pur... Starting materials: CCC12CCCN3C1C4=C(CC3)C5=CC=CC=C5N4C(C2)(C(=O)OC)O (16-epivincamine). Solvent: C(=O)O (formic acid). The product is CC[C@@]12CCCN3[C@@H]1C4=C(C=5C=CC=CC5N4C(=C2)C(=O)OC)CC3 (apovincamine). Isolated yield 80.3%. RXN SMILES: [CH3:1][CH2:2][C:3]12[CH2:21][C:20](O)([C:22]([O:24][CH3:25])=[O:23])[N:19]3[C:9]4=[C:10]([C:13]5[C:18]3=[CH:17][CH:16]=[CH:15][CH:14]=5)[CH2:11][CH2:12][N:7]([CH:8]14)[CH2:6][CH2:5][CH2:4]2>C(O)=O>[CH3:1][CH2:2][C@:3]12[CH:21]=[C:20]([C:22]([O:24][CH3:25])=[O:23])[N:19]3[C:9]4=[C:10]([CH2:11][CH2:12][N:7]([C@@H:8]14)[CH2:6][CH2:5][CH2:4]2)[C:13]1[CH:14]=[CH:15][CH:16]=[CH:17][C:18]=13. Procedure: A solution of 3.54 g (0.01 mol) of 16-epivincamine in 50 ml of formic acid is heated under reflux for 10 hours, under nitrogen. The formic acid is evaporated on a water bath in vacuo, the residue is dissolved in methylene chloride, and the latter solution is washed with a saturated solution of sodium bicarbonate and with water. The solution is dried over sodium sulphate and filtered, and the methylene chloride is evaporated from the filtrate. 2.7g (yield = 80%) of apovincamine are thus collected... Yield: 73.3%. Starting materials: BrCC1=CC=CC2=C(ON=C21)C2=CC=CC=C2 (7-bromomethyl-3-phenyl-2,1-benzisoxazole), [C-]#N.[K+] (potassium cyanide), O (water), O1CCOCC1 (dioxane). Reported procedure: A mixture of 17.3 g (0.06 mole) of 7-bromomethyl-3-phenyl-2,1-benzisoxazole, 17 g of potassium cyanide, 80 ml of water and 120 ml of dioxane was heated at reflux under a nitrogen atmosphere for 2 hr. The mixture was then cooled and diluted with 300 ml of methylene chloride. The organic layer was separated, washed with water and dried over magnesium sulfate. The solvents were removed under vacuum and the residue was crystallized twice from absolute ethanol to give 10.3 g (74%) of yellow crystals,... Reaction SMILES: Br[CH2:2][C:3]1[C:11]2[C:7](=[C:8]([C:12]3[CH:17]=[CH:16][CH:15]=[CH:14][CH:13]=3)[O:9][N:10]=2)[CH:6]=[CH:5][CH:4]=1.[C-:18]#[N:19].[K+].O.O1CCOCC1>C(Cl)Cl>[C:12]1([C:8]2[O:9][N:10]=[C:11]3[C:3]([CH2:2][C:18]#[N:19])=[CH:4][CH:5]=[CH:6][C:7]=23)[CH:17]=[CH:16][CH:15]=[CH:14][CH:13]=1 |f:1.2|. The product is C1(=CC=CC=C1)C=1ON=C2C1C=CC=C2CC#N (3-Phenyl-2,1-benzisoxazol-7-acetonitrile). Run in C(Cl)Cl (methylene chloride).